From a dataset of the Open Reaction Database (ORD), a public repository of structured organic reaction records. describe an organic reaction: reactants, conditions, products, and yield Starting materials: CN(CCNC1=NC2=C(C=3C=4C=NC=CC4C(C13)=O)C=CC(=C2)OC)C (6-(2-dimethylamino-ethylamino)-3-methoxy-5,10-diaza-benzo[c]-fluoren-7-one), CNCCN (N-methylethylenediamine). The product is COC=1C=CC2=C(N=C(C=3C(C=4C=NC=CC4C23)=O)NCCNC)C1 (3-methoxy-6-(2-methylamino-ethylamino)-5,9-diaza-benzo[c]fluoren-7-one). RXN SMILES: [CH3:1][N:2](C)[CH2:3][CH2:4][NH:5][C:6]1[C:18]2[C:17](=[O:19])[C:16]3C=CN=C[C:11]=3[C:10]=2[C:9]2[CH:20]=[CH:21][C:22]([O:24][CH3:25])=[CH:23][C:8]=2[N:7]=1.[CH3:27][NH:28][CH2:29][CH2:30]N>>[CH3:25][O:24][C:22]1[CH:21]=[CH:20][C:9]2[C:10]3[C:11]4[CH:30]=[CH:29][N:28]=[CH:27][C:16]=4[C:17](=[O:19])[C:18]=3[C:6]([NH:5][CH2:4][CH2:3][NH:2][CH3:1])=[N:7][C:8]=2[CH:23]=1. Reported procedure: This compound was prepared from the compound of Example 1c-2 and N-methylethylenediamine. The desired product was obtained as a red solid. EI−MS: m/z 334 (M+); 1H-NMR (CDCl3): δ2.51 (3H, s), 2.94 (2H, t, J=6 Hz), 3.82 (2H, d, J=6 Hz), 3.97 (3H, s), 6.98 (1H, dd, J=9 Hz, 2.5 Hz), 7.10 (1H, d, J=2.5 Hz), 7.88 (1H, dd, J=5 Hz, 1 Hz), 8.05 (1H, d, J=9 Hz), 8.84 (1H, d, 5 Hz), 8.87 (1H, d, J=1 Hz). Starting materials: Cl (HCl), anhydride, N([C@@H](CC1=CC=CC=C1)C(=O)NCC(=O)N[C@@H](CC(C)C)C(=O)O)C(=O)OC(C)(C)C (Boc-Phe-Gly-Leu-OH), N[C@@H](CCC(N)=O)C(=O)O (H-Gln), N[C@@H](CCC(N)=O)C(=O)O (H-Gln), Cl (HCl). Solvent: CN(C)C=O (DMF). Yields the product N([C@@H](CC1=CC=CC=C1)C(=O)NCC(=O)N[C@@H](CC(C)C)C(=O)N[C@@H](CCC(N)=O)C(=O)O)C(=O)OC(C)(C)C (Boc-Phe-Gly-Leu-Gln), anhydride. Reaction SMILES: [NH:1]([C:25]([O:27][C:28]([CH3:31])([CH3:30])[CH3:29])=[O:26])[C@H:2]([C:10]([NH:12][CH2:13][C:14]([NH:16][C@H:17]([C:22](O)=[O:23])[CH2:18][CH:19]([CH3:21])[CH3:20])=[O:15])=[O:11])[CH2:3][C:4]1[CH:9]=[CH:8][CH:7]=[CH:6][CH:5]=1.[NH2:32][C@H:33]([C:39]([OH:41])=[O:40])[CH2:34][CH2:35][C:36](=[O:38])[NH2:37].Cl>CN(C=O)C>[NH:1]([C:25]([O:27][C:28]([CH3:31])([CH3:30])[CH3:29])=[O:26])[C@H:2]([C:10]([NH:12][CH2:13][C:14]([NH:16][C@H:17]([C:22]([NH:32][C@H:33]([C:39]([OH:41])=[O:40])[CH2:34][CH2:35][C:36](=[O:38])[NH2:37])=[O:23])[CH2:18][CH:19]([CH3:21])[CH3:20])=[O:15])=[O:11])[CH2:3][C:4]1[CH:5]=[CH:6][CH:7]=[CH:8][CH:9]=1. Procedure details: Boc-Phe-Gly-Leu-Gln-NA was prepared by coupling Boc-Phe-Gly-Leu-OH (1.42 g, 3.25 mmol) to H-Gln-NA HCl (1.00 g, 3.25 mmol) by a mixed anhydride coupling procedure. A total of 10 mL DMF was used to dissolve H-Gln-NA HCl. During workup of the organic phase resulting from the mixed anhydride coupling procedure, some product crystallized and was separated, washed with water, and dried to yield 0.91 g of Boc-Phe-Gly-Leu-Gln-NA, mp 238°-239°. The remaining organic phase was washed with a saturated sal... Reactants: C(C(O)C)(=O)OCC (ethyl lactate), fatty acid esters. The solvent is C(C)O (ethanol). Yields the product C(C(O)C)(=O)OCC (Ethyl lactate), C(C(O)C)(=O)O (lactic acid). RXN SMILES: [C:1]([O:6][CH2:7][CH3:8])(=[O:5])[CH:2]([CH3:4])[OH:3]>C(O)C>[C:1]([O:6][CH2:7][CH3:8])(=[O:5])[CH:2]([CH3:4])[OH:3].[C:1]([OH:6])(=[O:5])[CH:2]([CH3:4])[OH:3]. Procedure details: The compositions of biosolvents are obtained by mixing ethyl lactate with the desired fatty acid esters. Ethyl lactate is produced by esterification of lactic acid with ethanol. However, a major problem of this reaction is that it is balanced. It is therefore necessary to displace the equilibrium for obtaining a suitable yield. This is notably possible by using excess ethanol or by continuously drawing off the water formed during the reaction. The solutions presently set into place for solving t... The reactants are SO2Cl2, C(Cl)Cl (CH2Cl2), CSC(C#N)CC=C (2-methylthio-4-pentenenitrile), C(Cl)Cl (CH2Cl2), silicone oil. The product is ClC(C#N)(CC=C)SC (2-Chloro-2-methylthio-4-pentene-nitrile). RXN SMILES: [CH3:1][S:2][CH:3]([CH2:6][CH:7]=[CH2:8])[C:4]#[N:5].C(Cl)[Cl:10]>>[Cl:10][C:3]([S:2][CH3:1])([CH2:6][CH:7]=[CH2:8])[C:4]#[N:5]. Reported procedure: 2×10-2 moles of 2-methylthio-4-pentenenitrile are then dissolved in 50 ml of dry CH2Cl2. 2×10-2 moles of SO2Cl2 dissolved in 10 ml of CH2Cl2 are added dropwise. The mixture is stirred until gas evolution has ceased (silicone oil trap). The solvent is evaporated off and distillation is carried out at 82° C. at a pressure of 12 mm of mercury. 2-Chloro-2-methylthio-4-pentene-nitrile is obtained in a yield of over 95%. Reactants: COC(C1=CN=C(C(=C1)Br)Cl)=O (5-bromo-6-chloro-nicotinic acid methyl ester), N[C@H](CC(C)C)CO ((R)-(−)-leucinol), N1CCCC1 (pyrrolidine), FC1=CC=C(C=C1)B(O)O (4-fluorophenyl-boronic acid). The product is FC1=CC=C(C=C1)C=1C(=NC=C(C(=O)N[C@H](CC(C)C)CO)C1)N1CCCC1 (5-(4-Fluoro-phenyl)-N—((R)-1-hydroxymethyl-3-methyl-butyl)-6-pyrrolidin-1-yl-nicotinamide). As a reaction SMILES: CO[C:3](=[O:12])[C:4]1[CH:9]=[C:8](Br)[C:7](Cl)=[N:6][CH:5]=1.[NH:13]1[CH2:17][CH2:16][CH2:15][CH2:14]1.[F:18][C:19]1[CH:24]=[CH:23][C:22](B(O)O)=[CH:21][CH:20]=1.[NH2:28][C@@H:29]([CH2:34][OH:35])[CH2:30][CH:31]([CH3:33])[CH3:32]>>[F:18][C:19]1[CH:24]=[CH:23][C:22]([C:8]2[C:7]([N:13]3[CH2:17][CH2:16][CH2:15][CH2:14]3)=[N:6][CH:5]=[C:4]([CH:9]=2)[C:3]([NH:28][C@@H:29]([CH2:34][OH:35])[CH2:30][CH:31]([CH3:33])[CH3:32])=[O:12])=[CH:21][CH:20]=1. Procedure: The title compound was synthesized in analogy to the procedure described for the preparation of Example 43, using 5-bromo-6-chloro-nicotinic acid methyl ester, pyrrolidine (commercially available), 4-fluorophenyl-boronic acid (commercially available) and (R)-(−)-leucinol (commercially available) as starting materials. MS (ISP): 386.4 (M+H+). The reactants are COC=1C=C2C(=NC=NC2=CC1OC)OC1=CC(=C(N)C=C1)OC (4-[(6,7-Dimethoxy-4-quinazolinyl)oxy]-2-methoxyaniline), ClC(Cl)(OC(OC(Cl)(Cl)Cl)=O)Cl (triphosgene), C([O-])(O)=O.[Na+] (sodium bicarbonate), N1=C(C=CC=C1)CCO (2-(2-pyridyl)-1-ethanol). Solvent: C(C)N(CC)CC (triethylamine), C1(=CC=CC=C1)C (toluene), C(Cl)Cl (methylene chloride). The product is COC=1C=C2C(=NC=NC2=CC1OC)OC1=CC(=C(C=C1)NC(OCCC1=NC=CC=C1)=O)OC (2-(2-Pyridyl)ethyl N-{4-[(6,7-dimethoxy-4-quinazolinyl)oxy]-2-methoxyphenyl}carbamate). The yield is 75.6%. Reaction SMILES: [CH3:1][O:2][C:3]1[CH:4]=[C:5]2[C:10](=[CH:11][C:12]=1[O:13][CH3:14])[N:9]=[CH:8][N:7]=[C:6]2[O:15][C:16]1[CH:22]=[CH:21][C:19]([NH2:20])=[C:18]([O:23][CH3:24])[CH:17]=1.Cl[C:26](Cl)([O:28][C:29](=[O:35])OC(Cl)(Cl)Cl)Cl.[N:37]1[CH:42]=[CH:41][CH:40]=[CH:39][C:38]=1[CH2:43]CO.C(=O)(O)[O-].[Na+]>C(Cl)Cl.C(N(CC)CC)C.C1(C)C=CC=CC=1>[CH3:1][O:2][C:3]1[CH:4]=[C:5]2[C:10](=[CH:11][C:12]=1[O:13][CH3:14])[N:9]=[CH:8][N:7]=[C:6]2[O:15][C:16]1[CH:22]=[CH:21][C:19]([NH:20][C:29](=[O:35])[O:28][CH2:26][CH2:43][C:38]2[CH:39]=[CH:40][CH:41]=[CH:42][N:37]=2)=[C:18]([O:23][CH3:24])[CH:17]=1 |f:3.4|. Procedure: 4-[(6,7-Dimethoxy-4-quinazolinyl)oxy]-2-methoxyaniline (100 mg) was added to toluene (10 ml) and triethylamine (1 ml), and the mixture was heated under reflux to prepare a solution. A solution of triphosgene (140 mg) in methylene chloride was then added thereto, and the mixture was heated under reflux for 10 min. Next, 2-(2-pyridyl)-1-ethanol (58 mg) was added thereto, and the mixture was further stirred with heating under reflux for 3 hr. A saturated aqueous sodium bicarbonate solution was adde... Starting materials: ClC1=C(C=CC(=C1)Cl)SCCC(=O)O (3-(2,4-Dichlorophenylthio)propanoic Acid). The solvent is S(O)(O)(=O)=O (sulfuric acid). Run at time 8 hour. Product: ClC=1C=C2C(CCSC2=C(C1)Cl)=O (6,8-Dichloro-4-thiochromanone). RXN SMILES: [Cl:1][C:2]1[CH:7]=[C:6]([Cl:8])[CH:5]=[CH:4][C:3]=1[S:9][CH2:10][CH2:11][C:12]([OH:14])=O>S(=O)(=O)(O)O>[Cl:8][C:6]1[CH:5]=[C:4]2[C:3](=[C:2]([Cl:1])[CH:7]=1)[S:9][CH2:10][CH2:11][C:12]2=[O:14]. Procedure: A deep red colour was immediately observed when 3-(2,4-dichlorophenylthio)propanoic acid (1.20 g, 4.78 mmol; from step (ii) above) was added to conc. sulfuric acid (30 mL). After stirring overnight at ambient temperature the reaction mixture was poured into ice. The red colour disappeared. Extraction with diethyl ether, washing with aq., sat. sodium hydrogencarbonate, drying (MgSO4) and removal of the solvent in vacuo afforded a deep yellow solid. The product is NC1CCN(CC1)CCO (4-amino-1-(2-hydroxyethyl) piperidine). Yield: 96.4%. Run in C(C)O (ethanol). Reaction SMILES: [OH:1][CH2:2][CH2:3][N:4]1[CH2:9][CH2:8][CH:7]([NH:10]C(=O)OC(C)(C)C)[CH2:6][CH2:5]1.Cl>C(O)C>[NH2:10][CH:7]1[CH2:8][CH2:9][N:4]([CH2:3][CH2:2][OH:1])[CH2:5][CH2:6]1. Starting materials: OCCN1CCC(CC1)NC(OC(C)(C)C)=O (tert-butyl 1-(2-hydroxyethyl)piperidin-4-ylcarbamate), Cl (HCl). Reported procedure: To a solution of 0.58 g of tert-butyl 1-(2-hydroxyethyl)piperidin-4-ylcarbamate obtained in step 1 in 10 ml of ethanol was added 1 ml of conc. HCl, followed by stirring for 2 hrs under reflux. The reaction mixture was cooled to room temperature, and concentrated in a reduced pressure to remove solvent. The residue was added with 10 ml of distilled water, neutralized with saturated sodium hydrogen carbonate aqueous solution, and extracted twice with 10 ml of methylene chloride. After being dried ... Run at time 2 hour. The reactants are ice, Cl (hydrochloric acid), C(O)([O-])=O.[Na+] (sodium hydrogencarbonate), CS(=O)(=O)Cl (methanesulfonyl chloride), [Si](C)(C)(C(C)(C)C)OCC[C@@H]1CN(C(O1)C1=CC(=C(C=C1)Cl)Cl)S(=O)(=O)C1=CC(=C(C=C1)OC)OC (2-[(5R)-(3,4-dichlorophenyl)-3-(3,4-dimethoxybenzenesulfonyl)oxazolidin-5-yl]ethanol t-butyldimethylsilyl ether). The reagents and catalysts are CN(C1=CC=NC=C1)C (4-dimethylaminopyridine). Solvent: C(C)(=O)O (acetic acid), O1CCCC1 (tetrahydrofuran), O (water). Reaction conditions: temperature 80 celsius, time 2 hour. Product: CS(=O)(=O)OCC[C@@H]1CN(C(O1)C1=CC(=C(C=C1)Cl)Cl)S(=O)(=O)C1=CC(=C(C=C1)OC)OC (2-[(5R)-(3,4-Dichlorophenyl)-3-(3,4-dimethoxybenzenesulfonyl)oxazolidin-5-yl]ethanol methanesulfonate). The yield is 89.1%. Reaction SMILES: [Si]([O:8][CH2:9][CH2:10][C@H:11]1[O:15][CH:14]([C:16]2[CH:21]=[CH:20][C:19]([Cl:22])=[C:18]([Cl:23])[CH:17]=2)[N:13]([S:24]([C:27]2[CH:32]=[CH:31][C:30]([O:33][CH3:34])=[C:29]([O:35][CH3:36])[CH:28]=2)(=[O:26])=[O:25])[CH2:12]1)(C(C)(C)C)(C)C.C(=O)([O-])O.[Na+].[CH3:42][S:43](Cl)(=[O:45])=[O:44].Cl>C(O)(=O)C.O1CCCC1.O.CN(C)C1C=CN=CC=1>[CH3:42][S:43]([O:8][CH2:9][CH2:10][C@H:11]1[O:15][CH:14]([C:16]2[CH:21]=[CH:20][C:19]([Cl:22])=[C:18]([Cl:23])[CH:17]=2)[N:13]([S:24]([C:27]2[CH:32]=[CH:31][C:30]([O:33][CH3:34])=[C:29]([O:35][CH3:36])[CH:28]=2)(=[O:26])=[O:25])[CH2:12]1)(=[O:45])=[O:44] |f:1.2|. Reported procedure: 1.19 g (2.06 mmole) of 2-[(5R)-(3,4-dichlorophenyl)-3-(3,4-dimethoxybenzenesulfonyl)oxazolidin-5-yl]ethanol t-butyldimethylsilyl ether [prepared as described in step (a) above] were dissolved in 20 ml of a 3:3:1 by volume mixture of acetic acid, tetrahydrofuran and water, and the resulting mixture was then heated at 80° C. for 2 hours under a nitrogen atmosphere. At the end of this time, the reaction mixture was then neutralised with a saturated aqueous solution of sodium hydrogencarbonate and e...